From a dataset of the Open Reaction Database (ORD), a public repository of structured organic reaction records. describe an organic reaction: reactants, conditions, products, and yield Starting materials: C(C1=CC=CC=C1)SC1=NN2C(C=NC=C2Br)=N1 (2-Benzylthio-5-bromo[1,2,4]triazolo[1,5-a]pyrazine), CO (methanol), CO (methanol). Solvent: C[O-].[Na+] (sodium methoxide). Reaction conditions: time 4 hour. The product is C(C1=CC=CC=C1)SC1=NN2C(C=NC=C2OC)=N1 (2-Benzylthio-5-methoxy[1,2,4]triazolo[1,5-a]pyrazine). Reaction SMILES: [CH2:1]([S:8][C:9]1[N:18]=[C:12]2[CH:13]=[N:14][CH:15]=[C:16](Br)[N:11]2[N:10]=1)[C:2]1[CH:7]=[CH:6][CH:5]=[CH:4][CH:3]=1.[CH3:19][OH:20]>C[O-].[Na+]>[CH2:1]([S:8][C:9]1[N:18]=[C:12]2[CH:13]=[N:14][CH:15]=[C:16]([O:20][CH3:19])[N:11]2[N:10]=1)[C:2]1[CH:7]=[CH:6][CH:5]=[CH:4][CH:3]=1 |f:2.3|. Procedure details: 2-Benzylthio-5-bromo[1,2,4]triazolo[1,5-a]pyrazine (0.71 g) was dissolved in 20 mL of methanol and to this 1.20 mL of 25 percent by weight solution of sodium methoxide in methanol was added by means of a syringe with stirring at ambient temperature. The mixture turned pale yellow and the reaction was complete in 4 hours. The mixture was quenched with 0.5 mL of glacial acetic acid and the volatiles were removed by evaporation under reduced pressure. The oily residue was triturated with water and ... Reactants: CN(C)c1ccncc1, COc1cc2nccc(Cl)c2cc1OC, Clc1ccccc1Cl, O, CC(=O)c1cc2c(cc1O)CCC2. Product: COc1cc2nccc(Oc3cc4c(cc3C(C)=O)CCC4)c2cc1OC. Reaction SMILES: [CH3:30][N:31]([CH3:32])[c:33]1[cH:34][cH:35][n:36][cH:37][cH:38]1.[Cl:14][c:15]1[cH:16][cH:17][n:18][c:19]2[cH:20][c:21]([O:27][CH3:28])[c:22]([O:25][CH3:26])[cH:23][c:24]12.[Cl:39][c:40]1[cH:41][cH:42][cH:43][cH:44][c:45]1[Cl:46].[OH2:29].[OH:1][c:2]1[c:3]([C:11]([CH3:12])=[O:13])[cH:4][c:5]2[c:9]([cH:10]1)[CH2:8][CH2:7][CH2:6]2>>[O:1]([c:2]1[c:3]([C:11]([CH3:12])=[O:13])[cH:4][c:5]2[c:9]([cH:10]1)[CH2:8][CH2:7][CH2:6]2)[c:15]1[cH:16][cH:17][n:18][c:19]2[cH:20][c:21]([O:27][CH3:28])[c:22]([O:25][CH3:26])[cH:23][c:24]12. Starting materials: FC1=NC=CC(=C1)C1=NN2C(C=C(C=C2)NC(=O)C2=C(C=NN2C)C(=O)O)=N1 (5-(2-(2-fluoropyridin-4-yl)-[1,2,4]triazolo[1,5-a]pyridin-7-ylcarbamoyl)-1-methyl-1H-pyrazole-4-carboxylic acid), N1CCOCC1 (morpholine). Product: FC1=NC=CC(=C1)C1=NN2C(C=C(C=C2)NC(=O)C=2N(N=CC2C(=O)N2CCOCC2)C)=N1 (2-methyl-4-(morpholine-4-carbonyl)-2H-pyrazole-3-carboxylic acid [2-(2-fluoro-pyridin-4-yl)-[1,2,4]triazolo[1,5-a]pyridin-7-yl]-amide). Yield: 46.7%. RXN SMILES: [F:1][C:2]1[CH:7]=[C:6]([C:8]2[N:28]=[C:11]3[CH:12]=[C:13]([NH:16][C:17]([C:19]4[N:23]([CH3:24])[N:22]=[CH:21][C:20]=4[C:25](O)=[O:26])=[O:18])[CH:14]=[CH:15][N:10]3[N:9]=2)[CH:5]=[CH:4][N:3]=1.[NH:29]1[CH2:34][CH2:33][O:32][CH2:31][CH2:30]1>>[F:1][C:2]1[CH:7]=[C:6]([C:8]2[N:28]=[C:11]3[CH:12]=[C:13]([NH:16][C:17]([C:19]4[N:23]([CH3:24])[N:22]=[CH:21][C:20]=4[C:25]([N:29]4[CH2:34][CH2:33][O:32][CH2:31][CH2:30]4)=[O:26])=[O:18])[CH:14]=[CH:15][N:10]3[N:9]=2)[CH:5]=[CH:4][N:3]=1. Procedure details: The product was prepared in the same manner as described in example 3 using 5-(2-(2-fluoropyridin-4-yl)-[1,2,4]triazolo[1,5-a]pyridin-7-ylcarbamoyl)-1-methyl-1H-pyrazole-4-carboxylic acid (60 mg, 157 μmol) and morpholine (41.1 μl, 472 μmol) as starting materials. The reaction affords 2-methyl-4-(morpholine-4-carbonyl)-2H-pyrazole-3-carboxylic acid [2-(2-fluoro-pyridin-4-yl)-[1,2,4]triazolo[1,5-a]pyridin-7-yl]-amide (33 mg, 46.6%) as white solid. mp: >280° C., MS: m/z=451.1 (M+H+). The reactants are C(CC(O)(C(=O)O)CC(=O)O)(=O)O (citric acid), C(C1=CC=CC=C1)OC1CC(C1)(NC(=O)OC(C)(C)C)/C=C/C(=O)OCC (ethyl (E)-3-[1-benzyloxy-3-(tert-butoxycarbonylamino)cyclobutan-3-yl]acrylate), [N+](=O)([O-])C (nitromethane), C1(=NNCCCCCCCC1)C1=CCCCCCCCCC1 (diazabicycloundecene), ice, C(C)(=O)OCC (ethyl acetate). Product: C(C1=CC=CC=C1)OC1CC(C1)(NC(=O)OC(C)(C)C)C(CC(=O)OCC)C[N+](=O)[O-] (Ethyl 3-[1-benzyloxy-3-(tert-butoxycarbonylamino)cyclobutan-3-yl]-4-nitrobutanoate). Isolated yield 97.2%. As a reaction SMILES: [CH2:1]([O:8][CH:9]1[CH2:12][C:11](/[CH:21]=[CH:22]/[C:23]([O:25][CH2:26][CH3:27])=[O:24])([NH:13][C:14]([O:16][C:17]([CH3:20])([CH3:19])[CH3:18])=[O:15])[CH2:10]1)[C:2]1[CH:7]=[CH:6][CH:5]=[CH:4][CH:3]=1.C1(C2CCCCCCCCCC=2)CCCCCCCCNN=1.C(O)(=O)CC(CC(O)=O)(C(O)=O)O.C(OCC)(=O)C.[N+:69]([CH3:72])([O-:71])=[O:70]>>[CH2:1]([O:8][CH:9]1[CH2:12][C:11]([CH:21]([CH2:72][N+:69]([O-:71])=[O:70])[CH2:22][C:23]([O:25][CH2:26][CH3:27])=[O:24])([NH:13][C:14]([O:16][C:17]([CH3:19])([CH3:20])[CH3:18])=[O:15])[CH2:10]1)[C:2]1[CH:7]=[CH:6][CH:5]=[CH:4][CH:3]=1. Procedure details: A 31.07 g (82.75 mmol) portion of ethyl (E)-3-[1-benzyloxy-3-(tert-butoxycarbonylamino)cyclobutan-3-yl]acrylate was dissolved in 300 ml of nitromethane to which, while cooling in an ice bath with stirring, was subsequently added dropwise 13.37 ml (82.75 mmol) of diazabicycloundecene. After 10 minutes of stirring, the ice bath was detached and the reaction mixture was stirred at room temperature for 1 hour. While cooling in an ice bath with stirring, the reaction solution was acidified by gradual... Reactants: COC(C(=O)C1=CNC2=C(C=CC=C12)CCCO[Si](C(C)C)(C(C)C)C(C)C)=O (7-((triisopropylsilyloxy)propyl)indole-3-glyoxylic acid methyl ester), C1(=CN2CCCC3=CC=CC1=C23)CC(=O)N (2-(5,6-dihydro-4H-pyrrolo[3,2,1-ij]quinolin-1-yl)acetamide). Yields the product C1(=CN2CCCC3=CC=CC1=C23)C=2C(NC(C2C2=CNC3=C(C=CC=C23)CCCO[Si](C(C)C)(C(C)C)C(C)C)=O)=O (3-(5,6-Dihydro-4H-pyrrolo[3,2,1-ij]quinolin-1-yl)-4-[7-(3-(triisopropylsilyloxy)prop-1-yl)-1H-indol-3-yl]pyrrole-2,5-dione). As a reaction SMILES: C[O:2][C:3](=O)[C:4]([C:6]1[C:14]2[C:9](=[C:10]([CH2:15][CH2:16][CH2:17][O:18][Si:19]([CH:26]([CH3:28])[CH3:27])([CH:23]([CH3:25])[CH3:24])[CH:20]([CH3:22])[CH3:21])[CH:11]=[CH:12][CH:13]=2)[NH:8][CH:7]=1)=O.[C:30]1([CH2:42][C:43]([NH2:45])=[O:44])[C:40]2=[C:41]3[C:36](=[CH:37][CH:38]=[CH:39]2)[CH2:35][CH2:34][CH2:33][N:32]3[CH:31]=1>>[C:30]1([C:42]2[C:43](=[O:44])[NH:45][C:3](=[O:2])[C:4]=2[C:6]2[C:14]3[C:9](=[C:10]([CH2:15][CH2:16][CH2:17][O:18][Si:19]([CH:23]([CH3:25])[CH3:24])([CH:26]([CH3:28])[CH3:27])[CH:20]([CH3:22])[CH3:21])[CH:11]=[CH:12][CH:13]=3)[NH:8][CH:7]=2)[C:40]2=[C:41]3[C:36](=[CH:37][CH:38]=[CH:39]2)[CH2:35][CH2:34][CH2:33][N:32]3[CH:31]=1. Reported procedure: Beginning with 7-((triisopropylsilyloxy)propyl)indole-3-glyoxylic acid methyl ester and 2-(5,6-dihydro-4H-pyrrolo[3,2,1-ij]quinolin-1-yl)acetamide, the title compound was prepared essentially as described in Example 1. Reactants: B(Br)(Br)Br (Boron tribromide), COC1=CC=C(C=C1)C1=CC=C(C=C1)C=1N=C(OC1C)C1=CC=C(C=C1)C(F)(F)F (4-(4′-methoxy-biphenyl-4-yl)-5-methyl-2-(4-trifluoromethyl-phenyl)-oxazole), ClCCl (dichloromethane), CO (methyl alcohol). Solvent: O (water). Run at temperature 0 celsius, time 10 hour. The product is CC1=C(N=C(O1)C1=CC=C(C=C1)C(F)(F)F)C1=CC=C(C=C1)C1=CC=C(C=C1)O (4′-[5-Methyl-2-(4-trifluoromethyl-phenyl)-oxazol-4-yl]-biphenyl-4-ol). Yield: 90.6%. Reaction SMILES: B(Br)(Br)Br.C[O:6][C:7]1[CH:12]=[CH:11][C:10]([C:13]2[CH:18]=[CH:17][C:16]([C:19]3[N:20]=[C:21]([C:25]4[CH:30]=[CH:29][C:28]([C:31]([F:34])([F:33])[F:32])=[CH:27][CH:26]=4)[O:22][C:23]=3[CH3:24])=[CH:15][CH:14]=2)=[CH:9][CH:8]=1.ClCCl.CO>O>[CH3:24][C:23]1[O:22][C:21]([C:25]2[CH:30]=[CH:29][C:28]([C:31]([F:34])([F:33])[F:32])=[CH:27][CH:26]=2)=[N:20][C:19]=1[C:16]1[CH:17]=[CH:18][C:13]([C:10]2[CH:9]=[CH:8][C:7]([OH:6])=[CH:12][CH:11]=2)=[CH:14][CH:15]=1. Procedure: Boron tribromide (1.0 M, 3.91 mL, 3.91 mmol) was added dropwise into a cold (−78° C.) mixture of 4-(4′-methoxy-biphenyl-4-yl)-5-methyl-2-(4-trifluoromethyl-phenyl)-oxazole (1.6 g, 3.91 mmol), and dichloromethane (20 mL). The reaction mixture was allowed to come gradually to room temperature and stirred for 10 hours. Then, the mixture was cooled to 0° C. and methyl alcohol (5 mL) was added dropwise. After stirring for 10 minutes the mixture was poured into water and extracted with ethyl ether. Th... Starting materials: FC1=CC=C(C=C1)N1N=CC2=CC3=C(C=C12)CCCC(=C3C#N)O (1-(4-fluorophenyl)-6-hydroxy-1,7,8,9-tetrahydrocyclohepta[f]indazole-5-carbonitrile), TEA, CC(C=C)=O (but-3-en-2-one). The reagents and catalysts are CC=1C=CC(=CC1)S(=O)(=O)O (pTSA). Solvent: CCO (EtOH). Reaction conditions: time 18 hour. Product: FC1=CC=C(C=C1)N1N=CC=2C=C3C(=CC12)CCCC=1C3(CCC(C1)=O)C#N (rac-9-(4-fluorophenyl)-3-oxo-1,2,3,5,6,7,9,12b-octahydrobenzo[6,7]cyclohepta[1,2-f]indazole-12b-carbonitrile). Yield: 80.2%. Reaction SMILES: [F:1][C:2]1[CH:7]=[CH:6][C:5]([N:8]2[C:16]3[C:11](=[CH:12][C:13]4[C:21]([C:22]#[N:23])=[C:20](O)[CH2:19][CH2:18][CH2:17][C:14]=4[CH:15]=3)[CH:10]=[N:9]2)=[CH:4][CH:3]=1.[CH3:25][C:26](=[O:29])[CH:27]=[CH2:28]>CCO.CC1C=CC(S(O)(=O)=O)=CC=1>[F:1][C:2]1[CH:3]=[CH:4][C:5]([N:8]2[C:16]3[CH:15]=[C:14]4[CH2:17][CH2:18][CH2:19][C:20]5[C:21]([C:22]#[N:23])([CH2:28][CH2:27][C:26](=[O:29])[CH:25]=5)[C:13]4=[CH:12][C:11]=3[CH:10]=[N:9]2)=[CH:6][CH:7]=1. Procedure details: A solution of 1-(4-fluorophenyl)-6-hydroxy-1,7,8,9-tetrahydrocyclohepta[f]indazole-5-carbonitrile (29, R1=4-Fluorophenyl) (30.0 g, 94 mmol) in EtOH (640 mL) was treated with TEA (3.93 mL, 28.2 mmol) and but-3-en-2-one (15.5 mL, 188 mmol) and the mixture was stirred mechanically at rt for about 18 h. The volume of the reaction was reduced to about 300 mL under reduced pressure and the intermediate was filtered off and washed with heptane (50 mL). The solid intermediate is taken up in toluene (150...